From a dataset of the Open Reaction Database (ORD), a public repository of structured organic reaction records. describe an organic reaction: reactants, conditions, products, and yield The reactants are C(C)(C)(C)OC(=O)N1C(CN(CC1)C(=O)OC(C)(C)C)C(=O)O (1,4-Bis(tert-butoxycarbonyl)piperazine-2-carboxylic acid), S(=O)(Cl)Cl (thionyl chloride), CN(C)C=O (DMF). Run in C1CCOC1 (THF), N1=CC=CC=C1 (pyridine). Reaction conditions: temperature 40 celsius, time 4 hour. Yields the product C(N)(=O)C1CN(CCN1)C(=O)OC(C)(C)C (tert-butyl 3-carbamoylpiperazine-1-carboxylate). Isolated yield 49.0%. RXN SMILES: C(OC([N:8]1[CH2:13][CH2:12][N:11]([C:14]([O:16][C:17]([CH3:20])([CH3:19])[CH3:18])=[O:15])[CH2:10][CH:9]1[C:21]([OH:23])=O)=O)(C)(C)C.C[N:25](C=O)C.S(Cl)(Cl)=O>C1COCC1.N1C=CC=CC=1>[C:21]([CH:9]1[NH:8][CH2:13][CH2:12][N:11]([C:14]([O:16][C:17]([CH3:18])([CH3:19])[CH3:20])=[O:15])[CH2:10]1)(=[O:23])[NH2:25]. Reported procedure: 1,4-Bis(tert-butoxycarbonyl)piperazine-2-carboxylic acid (1.0 g, 3.03 mmol) was suspended in THF (5 mL) and pyridine (0.36 mL), DMF (0.1 mL) was added, followed by thionyl chloride (0.23 mL, 3.03 mmol). The reaction mixture was stirred at 40° C. for 4 h and then concentrated under reduced pressure. The crude product was dissolved in CH2Cl2 and transferred to a sealed tube. A saturated solution of ammonia in dioxane (10 mL) was added to the compound and the resulting reaction mixture was stirred ... Reactants: C1CCNCC1, COc1cc2c(Oc3ccc4[nH]ccc4c3)ncnc2cc1OCC1CO1. Yields the product COc1cc2c(Oc3ccc4[nH]ccc4c3)ncnc2cc1OCC(O)CN1CCCCC1. As a reaction SMILES: [CH2:28]1[CH2:29][CH2:30][NH:31][CH2:32][CH2:33]1.[nH:1]1[cH:2][cH:3][c:4]2[cH:5][c:6]([O:10][c:11]3[n:12][cH:13][n:14][c:15]4[cH:16][c:17]([O:23][CH2:24][CH:25]5[O:26][CH2:27]5)[c:18]([O:21][CH3:22])[cH:19][c:20]34)[cH:7][cH:8][c:9]12>>[nH:1]1[cH:2][cH:3][c:4]2[cH:5][c:6]([O:10][c:11]3[n:12][cH:13][n:14][c:15]4[cH:16][c:17]([O:23][CH2:24][CH:25]([OH:26])[CH2:27][N:31]5[CH2:30][CH2:29][CH2:28][CH2:33][CH2:32]5)[c:18]([O:21][CH3:22])[cH:19][c:20]34)[cH:7][cH:8][c:9]12. The reactants are ClC(=O)OCC(C)C (isobutyl chloroformate), Cl.CN1CCN(CC1)C1=NC(=NC(=C1)C1=CC=C2CCNCC2=C1)N (4-(4-methylpiperazin-1-yl)-6-(1,2,3,4-tetrahydroisoquinolin-7-yl)pyrimidin-2-amine HCl salt). The product is NC1=NC(=CC(=N1)C1=CC=C2CCN(CC2=C1)C(=O)OCC(C)C)N1CCN(CC1)C (Isobutyl 7-[2-amino-6-(4-methylpiperazin-1-yl)pyrimidin-4-yl]-3,4-dihydroisoquinoline-2(1H)-carboxylate). As a reaction SMILES: Cl[C:2]([O:4][CH2:5][CH:6]([CH3:8])[CH3:7])=[O:3].Cl.[CH3:10][N:11]1[CH2:16][CH2:15][N:14]([C:17]2[CH:22]=[C:21]([C:23]3[CH:32]=[C:31]4[C:26]([CH2:27][CH2:28][NH:29][CH2:30]4)=[CH:25][CH:24]=3)[N:20]=[C:19]([NH2:33])[N:18]=2)[CH2:13][CH2:12]1>>[NH2:33][C:19]1[N:20]=[C:21]([C:23]2[CH:32]=[C:31]3[C:26]([CH2:27][CH2:28][N:29]([C:2]([O:4][CH2:5][CH:6]([CH3:8])[CH3:7])=[O:3])[CH2:30]3)=[CH:25][CH:24]=2)[CH:22]=[C:17]([N:14]2[CH2:13][CH2:12][N:11]([CH3:10])[CH2:16][CH2:15]2)[N:18]=1 |f:1.2|. Reported procedure: This compound was prepared from isobutyl chloroformate and 4-(4-methylpiperazin-1-yl)-6-(1,2,3,4-tetrahydroisoquinolin-7-yl)pyrimidin-2-amine HCl salt using procedures analogous to those for Example 2. Analytic LCMS (M+H)+: m/z=425.4.